From a dataset of the Open Reaction Database (ORD), a public repository of structured organic reaction records. describe an organic reaction: reactants, conditions, products, and yield The reactants are CC1=C(N=C2N1C=CC=C2)C(=O)OCC (Ethyl 3-methylimidazo[1,2-a]pyridine-2-carboxylate), [OH-].[Na+] (NaOH). The solvent is CO (MeOH). Conditions: time 1 hour. The product is CC1=C(N=C2N1C=CC=C2)C(=O)O (3-Methylimidazo[1,2-a]pyridine-2-carboxylic acid). As a reaction SMILES: [CH3:1][C:2]1[N:6]2[CH:7]=[CH:8][CH:9]=[CH:10][C:5]2=[N:4][C:3]=1[C:11]([O:13]CC)=[O:12].[OH-].[Na+]>CO>[CH3:1][C:2]1[N:6]2[CH:7]=[CH:8][CH:9]=[CH:10][C:5]2=[N:4][C:3]=1[C:11]([OH:13])=[O:12] |f:1.2|. Reported procedure: To a solution of compound 1-C (0.842 g, 4.12 mmol) in MeOH (10 mL) was added 3N NaOH (2.75 mL, 8.25 mmol) and the reaction mixture was refluxed for 18 h. The reaction mixture was cooled and the solvent evaporated under reduced pressure. The crude residue was dissolved in H2O and neutralized with 1N HCl to pH ˜7. The aqueous phase was evaporated to dryness under reduced pressure, and the resultant white solid was suspended in EtOH (20 mL) and stirred for 1 h. The solid was filtered and washed wit... Starting materials: C(C)(=O)NC(C(=O)NCC1=CC=CC=C1)OCC (2-acetamido-N-benzyl-2-ethoxyacetamide), C(=O)(O)[O-].[Na+] (NaHCO3), B(F)(F)F.CCOCC (BF3.Et2O), O (H2O). Product: C(C)(=O)NC(C(=O)NCC1=CC=CC=C1)O (2-Acetamido-N-benzyl-2-hydroxyacetamide). Reaction SMILES: [C:1]([NH:4][CH:5]([O:16]CC)[C:6]([NH:8][CH2:9][C:10]1[CH:15]=[CH:14][CH:13]=[CH:12][CH:11]=1)=[O:7])(=[O:3])[CH3:2].B(F)(F)F.CCOCC.O.C([O-])(O)=O.[Na+]>>[C:1]([NH:4][CH:5]([OH:16])[C:6]([NH:8][CH2:9][C:10]1[CH:11]=[CH:12][CH:13]=[CH:14][CH:15]=1)=[O:7])(=[O:3])[CH3:2] |f:1.2,4.5|. Reported procedure: Reacting 2-acetamido-N-benzyl-2-ethoxyacetamide (1.00 g, 4.0 mmol), BF3.Et2O (0.91 g, 6.4 mmol) and H2O (0.12 g, 6.7 mmol) followed by aqueous NaHCO3 workup gave an aqueous reaction mixture. The solution was then extracted with EtOAc (3×50 mL), and the combined EtOAc extracts were dried (Na2SO4), and concentrated in vacuo. The residue was purified by flash column chromatography on SiO2 gel (3% MeOH/CHCl3) to give the desired product as a white solid. Reactants: B, CCN(CC)c1ccccc1, CO, CC(C)c1cc2c(c(-c3ccc(F)cc3)c1C(=O)c1ccc(C(F)(F)F)cc1)C(=O)CC(C)(C)O2, NC1c2ccccc2CC1O, C1CCOC1. Yields the product CC(C)c1cc2c(c(-c3ccc(F)cc3)c1C(=O)c1ccc(C(F)(F)F)cc1)C(O)CC(C)(C)O2. RXN SMILES: [BH3:12].[CH2:1]([N:2]([CH2:3][CH3:4])[c:5]1[cH:6][cH:7][cH:8][cH:9][cH:10]1)[CH3:11].[CH3:59][OH:60].[F:24][c:25]1[cH:26][cH:27][c:28](-[c:31]2[c:32]3[c:37]([cH:38][c:39]([CH:53]([CH3:54])[CH3:55])[c:40]2[C:41]([c:42]2[cH:43][cH:44][c:45]([C:48]([F:49])([F:50])[F:51])[cH:46][cH:47]2)=[O:52])[O:36][C:35]([CH3:56])([CH3:57])[CH2:34][C:33]3=[O:58])[cH:29][cH:30]1.[NH2:13][CH:14]1[c:15]2[c:16]([cH:17][cH:18][cH:19][cH:20]2)[CH2:21][CH:22]1[OH:23].[O:61]1[CH2:62][CH2:63][CH2:64][CH2:65]1>>[F:24][c:25]1[cH:26][cH:27][c:28](-[c:31]2[c:32]3[c:37]([cH:38][c:39]([CH:53]([CH3:54])[CH3:55])[c:40]2[C:41]([c:42]2[cH:43][cH:44][c:45]([C:48]([F:49])([F:50])[F:51])[cH:46][cH:47]2)=[O:52])[O:36][C:35]([CH3:56])([CH3:57])[CH2:34][CH:33]3[OH:58])[cH:29][cH:30]1. Reactants: ClC(Cl)Cl, ON=Cc1c(Cl)ncnc1Cl, O=S(Cl)Cl. Product: N#Cc1c(Cl)ncnc1Cl. As a reaction SMILES: [Cl:16][CH:17]([Cl:18])[Cl:19].[Cl:1][c:2]1[n:3][cH:4][n:5][c:6]([Cl:11])[c:7]1[CH:8]=[N:9][OH:10].[S:12]([Cl:13])([Cl:14])=[O:15]>>[Cl:1][c:2]1[n:3][cH:4][n:5][c:6]([Cl:11])[c:7]1[C:8]#[N:9]. The reactants are ClC1=NC=C(C(=O)N(C)OC)C=C1 (6-chloro-N-methoxy-N-methylnicotinamide), [H-].C(C(C)C)[Al+]CC(C)C (diisobutylaluminum hydride), CCCCCC (hexane). Run in O1CCCC1 (tetrahydrofuran). Conditions: temperature -20 celsius, time 3 hour. The product is ClC1=NC=C(C=O)C=C1 (6-Chloronicotinaldehyde). Reaction SMILES: [Cl:1][C:2]1[CH:13]=[CH:12][C:5]([C:6](N(OC)C)=[O:7])=[CH:4][N:3]=1.[H-].C([Al+]CC(C)C)C(C)C.CCCCCC>O1CCCC1>[Cl:1][C:2]1[CH:13]=[CH:12][C:5]([CH:6]=[O:7])=[CH:4][N:3]=1 |f:1.2|. Reported procedure: In tetrahydrofuran (8 ml), 6-chloro-N-methoxy-N-methylnicotinamide (500 mg) was dissolved, followed by the dropwise addition of diisobutylaluminum hydride (a 0.95M hexane solution, 2.88 ml) at −78° C. in an argon gas atmosphere. The resulting mixture was stirred for 3 hours and then, at room temperature, for 2 hours. After the reaction mixture was cooled to −20° C., saturated saline (2 ml) was added thereto, followed by stirring for 30 minutes. The insoluble matter was filtered off. The residue ...